From a dataset of the Open Reaction Database (ORD), a public repository of structured organic reaction records. describe an organic reaction: reactants, conditions, products, and yield Product: OCCc1ocnc1-c1ccccc1. As a reaction SMILES: [CH3:19][CH2:20][OH:21].[CH:3](=[O:4])[O:5][CH2:6][CH2:7][c:8]1[c:9](-[c:13]2[cH:14][cH:15][cH:16][cH:17][cH:18]2)[n:10][cH:11][o:12]1.[Na+:2].[OH-:1].[OH2:22]>>[OH:5][CH2:6][CH2:7][c:8]1[c:9](-[c:13]2[cH:14][cH:15][cH:16][cH:17][cH:18]2)[n:10][cH:11][o:12]1. Reactants: CCO, O=COCCc1ocnc1-c1ccccc1, [Na+], [OH-], O. Starting materials: O (water), C(C1=CC=CC=C1)OC(=O)N1C[C@@H](CCC1)C(CC(=O)OCC)NCC=C ((R)-3-(1-allylamino-2-ethoxycarbonylethyl)piperidine-1-carboxylic acid benzyl ester), [BH4-].[Li+] (lithium borohydride). Solvent: C1CCOC1 (THF), C1CCOC1 (THF). Reaction conditions: time 10 minute. Yields the product C(C1=CC=CC=C1)OC(=O)N1C[C@@H](CCC1)C(CCO)NCC=C ((R)-3-(1-Allylamino-3-hydroxypropyl)piperidine-1-carboxylic acid benzyl ester). Isolated yield 69.7%. RXN SMILES: [CH2:1]([O:8][C:9]([N:11]1[CH2:16][CH2:15][CH2:14][C@@H:13]([CH:17]([NH:24][CH2:25][CH:26]=[CH2:27])[CH2:18][C:19](OCC)=[O:20])[CH2:12]1)=[O:10])[C:2]1[CH:7]=[CH:6][CH:5]=[CH:4][CH:3]=1.[BH4-].[Li+].O>C1COCC1>[CH2:1]([O:8][C:9]([N:11]1[CH2:16][CH2:15][CH2:14][C@@H:13]([CH:17]([NH:24][CH2:25][CH:26]=[CH2:27])[CH2:18][CH2:19][OH:20])[CH2:12]1)=[O:10])[C:2]1[CH:7]=[CH:6][CH:5]=[CH:4][CH:3]=1 |f:1.2|. Procedure details: To a solution of (R)-3-(1-allylamino-2-ethoxycarbonylethyl)piperidine-1-carboxylic acid benzyl ester (0.427 g, 1.14 mmol) in THF (20 mL) was added a solution of lithium borohydride in THF (2M, 5.7 mL, 11.4 mmol). The mixture was stirred at RT for 10 min then at 40° C. for 22 h. After cooling to RT, water was added with initial caution. The mixture was extracted twice with EtOAc, and the combined organic phases were washed with water, followed by brine, then dried (Na2SO4) and concentrated in vac... Starting materials: C(C=C)OC(=O)O[C@H](C)[C@@H]1[C@@H]2N(C(=C([C@@H]2C)CO)C(=O)OCC=C)C1=O (allyl (1S,5R,6S)-6-[(1R)-1-allyloxycarbonyloxyethyl]-2-hydroxymethyl-1-methyl-1-carbapen-2-em-3-carboxylate), C(=O)C=1N2C(SC1)=CN=C2 (3-formylimidazo[5,1-b]thiazole). Yields the product O[C@H](C)[C@@H]1[C@@H]2N(C(=C([C@@H]2C)CN2C=[N+]3C(SC=C3C=O)=C2)C(=O)[O-])C1=O ((1S,5R,6S)-6-[(1R)-1-hydroxyethyl]-2-(3-formylimidazo[5,1-b]thiazolium-6-yl)methyl-1-methyl-1-carbapen-2-em-3-carboxylate). Isolated yield 3.3%. RXN SMILES: C(OC([O:7][C@@H:8]([C@H:10]1[C:25](=[O:26])[N:12]2[C:13]([C:19]([O:21]CC=C)=[O:20])=[C:14]([CH2:17]O)[C@H:15]([CH3:16])[C@H:11]12)[CH3:9])=O)C=C.[CH:27]([C:29]1[N:30]2[CH:36]=[N:35][CH:34]=[C:31]2[S:32][CH:33]=1)=[O:28]>>[OH:7][C@@H:8]([C@H:10]1[C:25](=[O:26])[N:12]2[C:13]([C:19]([O-:21])=[O:20])=[C:14]([CH2:17][N:35]3[CH:34]=[C:31]4[S:32][CH:33]=[C:29]([CH:27]=[O:28])[N+:30]4=[CH:36]3)[C@H:15]([CH3:16])[C@H:11]12)[CH3:9]. Reported procedure: The same procedure as in Example 1 was repeated except that 93 mg of allyl (1S,5R,6S)-6-[(1R)-1-allyloxycarbonyloxyethyl]-2-hydroxymethyl-1-methyl-1-carbapen-2-em-3-carboxylate and 58 mg of 3-formylimidazo[5,1-b]thiazole were used, thereby obtaining 3.2 mg of the title compound. Reactants: O=C(Cl)c1ccccc1, CN(C(=O)c1ccc(Cl)cc1)C1CCN(C(=O)C2CCCN2)CC1c1ccc(Cl)c(Cl)c1, Cl. Product: CN(C(=O)c1ccc(Cl)cc1)C1CCN(C(=O)C2CCCN2C(=O)c2ccccc2)CC1c1ccc(Cl)c(Cl)c1. As a reaction SMILES: [C:34]([c:35]1[cH:36][cH:37][cH:38][cH:39][cH:40]1)(=[O:41])[Cl:42].[Cl:2][c:3]1[cH:4][cH:5][c:6]([C:7](=[O:8])[N:9]([CH3:10])[CH:11]2[CH:12]([c:24]3[cH:25][c:26]([Cl:31])[c:27]([Cl:30])[cH:28][cH:29]3)[CH2:13][N:14]([C:17]([CH:18]3[NH:19][CH2:20][CH2:21][CH2:22]3)=[O:23])[CH2:15][CH2:16]2)[cH:32][cH:33]1.[ClH:1]>>[Cl:2][c:3]1[cH:4][cH:5][c:6]([C:7](=[O:8])[N:9]([CH3:10])[CH:11]2[CH:12]([c:24]3[cH:25][c:26]([Cl:31])[c:27]([Cl:30])[cH:28][cH:29]3)[CH2:13][N:14]([C:17]([CH:18]3[N:19]([C:34]([c:35]4[cH:36][cH:37][cH:38][cH:39][cH:40]4)=[O:41])[CH2:20][CH2:21][CH2:22]3)=[O:23])[CH2:15][CH2:16]2)[cH:32][cH:33]1.